describe an organic reaction: reactants, conditions, products, and yield From a dataset of the Open Reaction Database (ORD), a public repository of structured organic reaction records. Starting materials: [Br-], COC(C)(C)C, C1CCOC1, CC(=O)OC(C)=O, FC(F)(F)c1cc(Br)cc(C(F)(F)F)c1, [Mg], [Na+], [OH-], O. Yields the product CC(=O)c1cc(C(F)(F)F)cc(C(F)(F)F)c1. As a reaction SMILES: [Br-:17].[C:32]([O:33][CH3:34])([CH3:35])([CH3:36])[CH3:37].[CH2:27]1[O:28][CH2:29][CH2:30][CH2:31]1.[CH3:18][C:19](=[O:20])[O:21][C:22](=[O:23])[CH3:24].[F:1][C:2]([c:3]1[cH:4][c:5]([Br:13])[cH:6][c:7]([C:9]([F:10])([F:11])[F:12])[cH:8]1)([F:14])[F:15].[Mg:16].[Na+:26].[OH-:25].[OH2:38]>>[F:1][C:2]([c:3]1[cH:4][c:5]([C:19]([CH3:18])=[O:20])[cH:6][c:7]([C:9]([F:10])([F:11])[F:12])[cH:8]1)([F:14])[F:15].